This data is from the Open Reaction Database (ORD), a public repository of structured organic reaction records. The task is: describe an organic reaction: reactants, conditions, products, and yield The reactants are COC(OC)c1cncc(C(C)=O)c1, ClCCl, O=C(O)C(F)(F)F. Product: CC(=O)c1cncc(C=O)c1. Reaction SMILES: [CH3:1][O:2][CH:3]([c:4]1[cH:5][c:6]([C:10]([CH3:11])=[O:12])[cH:7][n:8][cH:9]1)[O:13][CH3:14].[Cl:22][CH2:23][Cl:24].[F:15][C:16]([F:17])([F:18])[C:19]([OH:20])=[O:21]>>[O:2]=[CH:3][c:4]1[cH:5][c:6]([C:10]([CH3:11])=[O:12])[cH:7][n:8][cH:9]1.